describe an organic reaction: reactants, conditions, products, and yield From a dataset of the Open Reaction Database (ORD), a public repository of structured organic reaction records. Reactants: NC=1C(=C(C(=CC1)F)C1=CC=NC=C1)F (4-(3-amino-2,6-difluorophenyl)-pyridine), C(C)(=O)OC(C)=O (acetic anhydride), C(C)(=O)OC(C)=O (acetic anhydride). Run in C(C)O (ethanol). Run at time 1 hour. Product: C(C)(=O)NC=1C(=C(C(=CC1)F)C1=CC=NC=C1)F (4-(3-Acetylamino-2,6-difluorophenyl)-pyridine). The yield is 86.0%. Reaction SMILES: [NH2:1][C:2]1[C:3]([F:15])=[C:4]([C:9]2[CH:14]=[CH:13][N:12]=[CH:11][CH:10]=2)[C:5]([F:8])=[CH:6][CH:7]=1.[C:16](OC(=O)C)(=[O:18])[CH3:17]>C(O)C>[C:16]([NH:1][C:2]1[C:3]([F:15])=[C:4]([C:9]2[CH:10]=[CH:11][N:12]=[CH:13][CH:14]=2)[C:5]([F:8])=[CH:6][CH:7]=1)(=[O:18])[CH3:17]. Procedure details: A mixture of 4-(3-amino-2,6-difluorophenyl)-pyridine (6.5 g), acetic anhydride (4.9 g) and ethanol (200 ml) was heated at reflux. After 1 hour, a further 3.3 ml acetic anhydride was added and a third portion (1.5 ml) after another 3.5 hours. Reflux was continued for a total of 6 hours after which time the solution was cooled and evaporated and the residue was partitioned between aqueous sodium bicarbonate and chloroform. The organic layer was washed with water, dried and evaporated to give the s...